This data is from the Open Reaction Database (ORD), a public repository of structured organic reaction records. The task is: describe an organic reaction: reactants, conditions, products, and yield The reactants are C1COCCO1, COc1nc2c(C(=O)Nc3ccc(C(=O)N(C)c4ccc(C)cc4OCCCCCC(=O)N4CCN(C)CC4)cc3OC)cccc2[nH]1, CO, Cl. Reaction SMILES: [CH2:52]1[O:53][CH2:54][CH2:55][O:56][CH2:57]1.[CH3:1][O:2][c:3]1[cH:4][c:5]([C:6](=[O:7])[N:8]([c:9]2[c:10]([O:16][CH2:17][CH2:18][CH2:19][CH2:20][CH2:21][C:22](=[O:23])[N:24]3[CH2:25][CH2:26][N:27]([CH3:30])[CH2:28][CH2:29]3)[cH:11][c:12]([CH3:15])[cH:13][cH:14]2)[CH3:31])[cH:32][cH:33][c:34]1[NH:35][C:36](=[O:37])[c:38]1[cH:39][cH:40][cH:41][c:42]2[nH:43][c:44]([O:47][CH3:48])[n:45][c:46]12.[CH3:50][OH:51].[ClH:49]>>[CH3:1][O:2][c:3]1[cH:4][c:5]([C:6](=[O:7])[N:8]([c:9]2[c:10]([O:16][CH2:17][CH2:18][CH2:19][CH2:20][CH2:21][C:22](=[O:23])[N:24]3[CH2:25][CH2:26][N:27]([CH3:30])[CH2:28][CH2:29]3)[cH:11][c:12]([CH3:15])[cH:13][cH:14]2)[CH3:31])[cH:32][cH:33][c:34]1[NH:35][C:36](=[O:37])[c:38]1[cH:39][cH:40][cH:41][c:42]2[nH:43][c:44]([OH:47])[n:45][c:46]12. The product is COc1cc(C(=O)N(C)c2ccc(C)cc2OCCCCCC(=O)N2CCN(C)CC2)ccc1NC(=O)c1cccc2[nH]c(O)nc12. Reactants: O[C@H](C)[C@@H]1[C@@H]2N([C@H](C([C@@H]2C)=O)C(=O)OCC2=CC=C(C=C2)[N+](=O)[O-])C1=O (4-nitrobenzyl (1R,3R,5R,6S)-6-((1R)-1-hydroxyethyl)-1-methyl-2-oxo-1-carbapenam-3-carboxylate), N1=CC=C(C=C1)S(=O)(=O)C=1N=CN2C1SC(=C2)[Sn](CCCC)(CCCC)CCCC (7-(pyridin-4-yl)sulfonyl-2-(tri-n-butylstannyl)imidazo[5,1-b]thiazole). The product is O[C@H](C)[C@@H]1[C@@H]2N(C(=C([C@@H]2C)C2=CN3C(S2)=C(N=C3)S(=O)(=O)C3=CC=NC=C3)C(=O)OCC3=CC=C(C=C3)[N+](=O)[O-])C1=O (4-nitrobenzyl (1S,5R,6S)-6-((1R)-1-hydroxyethyl)-1-methyl-2-[7-(pyridin-4-yl)sulfonylimidazo[5,1-b]thiazol-2-yl]-1-carbapen-2-em-3-carboxylate). Isolated yield 55.1%. Reaction SMILES: [OH:1][C@@H:2]([C@H:4]1[C:25](=[O:26])[N:6]2[C@@H:7]([C:12]([O:14][CH2:15][C:16]3[CH:21]=[CH:20][C:19]([N+:22]([O-:24])=[O:23])=[CH:18][CH:17]=3)=[O:13])[C:8](=O)[C@H:9]([CH3:10])[C@H:5]12)[CH3:3].[N:27]1[CH:32]=[CH:31][C:30]([S:33]([C:36]2[N:37]=[CH:38][N:39]3[CH:43]=[C:42]([Sn](CCCC)(CCCC)CCCC)[S:41][C:40]=23)(=[O:35])=[O:34])=[CH:29][CH:28]=1>>[OH:1][C@@H:2]([C@H:4]1[C:25](=[O:26])[N:6]2[C:7]([C:12]([O:14][CH2:15][C:16]3[CH:17]=[CH:18][C:19]([N+:22]([O-:24])=[O:23])=[CH:20][CH:21]=3)=[O:13])=[C:8]([C:42]3[S:41][C:40]4=[C:36]([S:33]([C:30]5[CH:31]=[CH:32][N:27]=[CH:28][CH:29]=5)(=[O:35])=[O:34])[N:37]=[CH:38][N:39]4[CH:43]=3)[C@H:9]([CH3:10])[C@H:5]12)[CH3:3]. Reported procedure: The procedure of Example 1a) was repeated, except that 503 mg of 4-nitrobenzyl (1R,3R,5R,6S)-6-((1R)-1-hydroxyethyl)-1-methyl-2-oxo-1-carbapenam-3-carboxylate and 808 mg of 7-(pyridin-4-yl)sulfonyl-2-(tri-n-butylstannyl)imidazo[5,1-b]thiazole were used as the starting compounds. Thus, 466 mg of 4-nitrobenzyl (1S,5R,6S)-6-((1R)-1-hydroxyethyl)-1-methyl-2-[7-(pyridin-4-yl)sulfonylimidazo[5,1-b]thiazol-2-yl]-1-carbapen-2-em-3-carboxylate was prepared. Starting materials: CCOC(=O)c1cc(CO)cc(C(=O)O)c1, CCCNC, CCN=C=NCCCN(C)C, ClCCl, Cl, CN(C)C=O, On1nnc2ccccc21. Product: CCOC(=O)c1cc(CO)cc(C(=O)NC)c1. Reaction SMILES: [CH2:1]([CH3:2])[O:3][C:4]([c:5]1[cH:6][c:7]([C:8](=[O:9])[OH:10])[cH:11][c:12]([CH2:14][OH:15])[cH:13]1)=[O:16].[CH3:17][NH:18][CH2:19][CH2:20][CH3:21].[CH3:33][N:34]([CH3:35])[CH2:36][CH2:37][CH2:38][N:39]=[C:40]=[N:41][CH2:42][CH3:43].[Cl:44][CH2:45][Cl:46].[ClH:32].[O:47]=[CH:48][N:49]([CH3:50])[CH3:51].[OH:22][n:23]1[c:24]2[cH:25][cH:26][cH:27][cH:28][c:29]2[n:30][n:31]1>>[CH2:1]([CH3:2])[O:3][C:4]([c:5]1[cH:6][c:7]([C:8](=[O:9])[NH:18][CH3:17])[cH:11][c:12]([CH2:14][OH:15])[cH:13]1)=[O:16].